This data is from the Open Reaction Database (ORD), a public repository of structured organic reaction records. The task is: describe an organic reaction: reactants, conditions, products, and yield Reactants: Cl.CC=1C=NC=2C1NC(=NC2)C2CCNC(C2)C2=CC=CC=C2 (7-Methyl-6-phenyl-4-piperidylpyrrolo[3,2-d]pyrimidine Hydrochloride), [Li+].C[Si](C)(C)[N-][Si](C)(C)C (LiHMDS), CI (CH3I). Solvent: C1CCOC1 (THF). Conditions: temperature 0 celsius, time 0.5 hour. The product is CC1C(CCNC1C1=CC=CC=C1)C1=NC=C2C(N1)=C(C=N2)C (5,7-Dimethyl-6-phenyl-4-piperidylpyrrolo[3,2-d]pyrimidine). Isolated yield 87.7%. As a reaction SMILES: Cl.[CH3:2][C:3]1[CH:4]=[N:5][C:6]2[C:7]=1[NH:8][C:9]([CH:12]1[CH2:17][CH:16]([C:18]3[CH:23]=[CH:22][CH:21]=[CH:20][CH:19]=3)[NH:15][CH2:14][CH2:13]1)=[N:10][CH:11]=2.[Li+].[CH3:25][Si]([N-][Si](C)(C)C)(C)C.CI>C1COCC1>[CH3:25][CH:17]1[CH:16]([C:18]2[CH:23]=[CH:22][CH:21]=[CH:20][CH:19]=2)[NH:15][CH2:14][CH2:13][CH:12]1[C:9]1[NH:8][C:7]2=[C:3]([CH3:2])[CH:4]=[N:5][C:6]2=[CH:11][N:10]=1 |f:0.1,2.3|. Procedure details: To a 0° C. solution of 7-methyl-6-phenyl-4-piperidylpyrrolo[3,2-d]pyrimidine (Example 89) (177.3 mg, 0.61 mmol) in THF (10 mL) under a nitrogen atmosphere was added LiHMDS (1.0 M soln from Aldrich Chemical Company) (1.3 mL, 1.27 mmol). This mixture was stirred at 0° C. for 0.5 h then CH3I (Aldrich Chemical Comapny) (41 mL, 0.67 mmol) was added. The 0° C. bath was removed and the solution stirred at room temperature for 2.5 h. The reaction mixture was poured into a separatory funnel containing Et... The reactants are C1CC(=O)N(C1=O)Br (NBS), OC1(CCC(CC1)C(=O)OCC)C=1SC=CN1 (ethyl 4-hydroxy-4-(1,3-thiazol-2-yl)cyclohexanecarboylate), [O-]S(=O)[O-].[Na+].[Na+] (Na2SO3). Run in CN(C)C=O (DMF), O (H2O). Run at time 10 hour. The product is BrC1=CN=C(S1)C1(CCC(CC1)C(=O)OCC)O (ethyl 4-(5-bromo-1,3-thiazol-2-yl)-4-hydroxycyclohexanecarboxylate). Isolated yield 83.7%. Reaction SMILES: [OH:1][C:2]1([C:13]2[S:14][CH:15]=[CH:16][N:17]=2)[CH2:7][CH2:6][CH:5]([C:8]([O:10][CH2:11][CH3:12])=[O:9])[CH2:4][CH2:3]1.C1C(=O)N([Br:25])C(=O)C1.[O-]S([O-])=O.[Na+].[Na+]>CN(C=O)C.O>[Br:25][C:15]1[S:14][C:13]([C:2]2([OH:1])[CH2:7][CH2:6][CH:5]([C:8]([O:10][CH2:11][CH3:12])=[O:9])[CH2:4][CH2:3]2)=[N:17][CH:16]=1 |f:2.3.4|. Reported procedure: The product of Step 1 (23.5 g, 92 mmol) was dissolved in DMF (94 mL) and then treated with NBS (19.66 g, 110 mmol) and stirred at RT for 10 hours. The reaction was then treated with Na2SO3 (5.8 g, 465 mmol) in H2O (150 mL) and then extracted with EtOAc (100 mL) and the oil was purified by flash chromatography on silica gel to afford ethyl 4-(5-bromo-1,3-thiazol-2-yl)-4-hydroxycyclohexanecarboxylate as an oil (31 g, 77 mmol), which was subjected to chiral chromatography to afford ethyl cis-4-(5-b... The reactants are ClC1=C(OCC(C(=C2SCCCN2)[N+](=O)[O-])=O)C=CC(=C1)Cl (3-(2,4-dichlorophenoxy)-1-nitro-1-(tetrahydro-2H-1,3-thiazin-2-ylidene)-2-propanone), ClN1C(CCC1=O)=O (N-chlorosuccinimide), [O-][Si](=O)[O-].[Mg+2] (Florisil). Run in C(Cl)(Cl)(Cl)Cl (carbon tetrachloride), C(Cl)Cl (methylene chloride). Yields the product ClN1C(SCCC1)=C(C(COC1=C(C=C(C=C1)Cl)Cl)=O)[N+](=O)[O-] (1-(3-chlorotetrahydro-2H-1,3-thiazin-2-ylidene)-3-(2,4-dichlorophenoxy)-1-nitro-2-propanone). As a reaction SMILES: [Cl:1][C:2]1[CH:21]=[C:20]([Cl:22])[CH:19]=[CH:18][C:3]=1[O:4][CH2:5][C:6](=[O:17])[C:7]([N+:14]([O-:16])=[O:15])=[C:8]1[NH:13][CH2:12][CH2:11][CH2:10][S:9]1.[Cl:23]N1C(=O)CCC1=O.[O-][Si]([O-])=O.[Mg+2]>C(Cl)(Cl)(Cl)Cl.C(Cl)Cl>[Cl:23][N:13]1[CH2:12][CH2:11][CH2:10][S:9][C:8]1=[C:7]([N+:14]([O-:16])=[O:15])[C:6](=[O:17])[CH2:5][O:4][C:3]1[CH:18]=[CH:19][C:20]([Cl:22])=[CH:21][C:2]=1[Cl:1] |f:2.3|. Reported procedure: 3.6 g of 1 and 2.1 g of N-chlorosuccinimide were combined in 150 ml of carbon tetrachloride and the mixture was refluxed for 1 hour. The resulting mixture was filtered through Celite and the solvent was evaporated to give a liquid, which was triturated in ether, decolorized with activated charcoal and filtered through Celite and stripped of solvent to give a yellow cloudy liquid. This was passed through Florisil, using methylene chloride as eluent; then stripped to give an oil, which was kept in... Starting materials: ClC=1C=C(C=C(C1)Cl)C1(CC(=NO1)C1=CC(=C(C(=O)NCC2=NC=CC=C2)C=C1)NC)C(F)(F)F (4-[5-(3,5-dichlorophenyl)-5-trifluoromethyl-4,5-dihydroisoxazol-3-yl]-2-methylamino-N-(2-pyridylmethyl)benzoic acid amide), ClCOCCl (chloromethylether). Solvent: ClCCl (dichloromethane). Run at time 15 hour. Yields the product ClC=1C=C(C=C(C1)Cl)C1(CC(=NO1)C1=CC=C2C(N(CN(C2=C1)C)CC1=NC=CC=C1)=O)C(F)(F)F (7-[5-(3,5-Dichlorophenyl)-5-trifluoromethyl-4,5-dihydroisoxazol-3-yl]-1-methyl-3-(2-pyridylmethyl)-1,2,3,4-tetrahydroquinazolin-4-one). Isolated yield 65.2%. Reaction SMILES: [Cl:1][C:2]1[CH:3]=[C:4]([C:9]2([C:32]([F:35])([F:34])[F:33])[O:13][N:12]=[C:11]([C:14]3[CH:29]=[CH:28][C:17]([C:18]([NH:20][CH2:21][C:22]4[CH:27]=[CH:26][CH:25]=[CH:24][N:23]=4)=[O:19])=[C:16]([NH:30][CH3:31])[CH:15]=3)[CH2:10]2)[CH:5]=[C:6]([Cl:8])[CH:7]=1.Cl[CH2:37]OCCl>ClCCl>[Cl:8][C:6]1[CH:5]=[C:4]([C:9]2([C:32]([F:34])([F:33])[F:35])[O:13][N:12]=[C:11]([C:14]3[CH:15]=[C:16]4[C:17]([C:18](=[O:19])[N:20]([CH2:21][C:22]5[CH:27]=[CH:26][CH:25]=[CH:24][N:23]=5)[CH2:31][N:30]4[CH3:37])=[CH:28][CH:29]=3)[CH2:10]2)[CH:3]=[C:2]([Cl:1])[CH:7]=1. Reported procedure: In a solution of 0.06 g of 4-[5-(3,5-dichlorophenyl)-5-trifluoromethyl-4,5-dihydroisoxazol-3-yl]-2-methylamino-N-(2-pyridylmethyl)benzoic acid amide (Compound of the present invention No. 5-332) synthesized similarly to Synthetic Example 18 in 5 ml of dichloromethane, 0.03 g of chloromethylether was added, and stirred at the same temperature for 15 hours. After the completion of the reaction, the solvent was distilled off under reduced pressure, and the residue was purified with silica gel colum...